Task: describe an organic reaction: reactants, conditions, products, and yield. Dataset: the Open Reaction Database (ORD), a public repository of structured organic reaction records Reactants: BrB(Br)Br, COc1ccccc1-c1c(Cl)cccc1Cl, ClCCl, [Na+], [OH-]. Product: Oc1ccccc1-c1c(Cl)cccc1Cl. As a reaction SMILES: [B:17]([Br:18])([Br:19])[Br:20].[CH3:1][O:2][c:3]1[c:4](-[c:9]2[c:10]([Cl:16])[cH:11][cH:12][cH:13][c:14]2[Cl:15])[cH:5][cH:6][cH:7][cH:8]1.[Cl:21][CH2:22][Cl:23].[Na+:25].[OH-:24]>>[OH:2][c:3]1[c:4](-[c:9]2[c:10]([Cl:16])[cH:11][cH:12][cH:13][c:14]2[Cl:15])[cH:5][cH:6][cH:7][cH:8]1. The reactants are Cl.NC1=NC2=C(N1C1=CC=C(C=C1)N)C=CC=C2 (2-Amino-1-(4-aminophenyl)benzimidazole Hydrochloride), C1(=CC=CC=C1)NC#N (phenylcyanamide). Solvent: C(C)#N (acetonitrile). Product: Cl.NC1=NC2=C(N1C1=CC=C(C=C1)NC(=N)NC1=CC=CC=C1)C=CC=C2 (1-(4-(2-Aminobenzimidazol-1-yl)phenyl)-3-phenylguanidine Hydrochloride). Reaction SMILES: [ClH:1].[NH2:2][C:3]1[N:7]([C:8]2[CH:13]=[CH:12][C:11]([NH2:14])=[CH:10][CH:9]=2)[C:6]2[CH:15]=[CH:16][CH:17]=[CH:18][C:5]=2[N:4]=1.[C:19]1([NH:25][C:26]#[N:27])[CH:24]=[CH:23][CH:22]=[CH:21][CH:20]=1>C(#N)C>[ClH:1].[NH2:2][C:3]1[N:7]([C:8]2[CH:9]=[CH:10][C:11]([NH:14][C:26]([NH:25][C:19]3[CH:24]=[CH:23][CH:22]=[CH:21][CH:20]=3)=[NH:27])=[CH:12][CH:13]=2)[C:6]2[CH:15]=[CH:16][CH:17]=[CH:18][C:5]=2[N:4]=1 |f:0.1,4.5|. Reported procedure: A mixture of 2-Amino-1-(4-aminophenyl)benzimidazole Hydrochloride (1.58 g, 6.06 mmol), phenylcyanamide (2.79 g, 23.6 mmol) and acetonitrile (10 ml) was refluxed for 3 days. The solid product was filtered off. The product was recrystallized from acetonitrile (300 ml). Yield 1.3 g, 57%. M.p. 265-267° C. The reactants are COc1cc(OC)c(Cl)c(-c2ccc(C(=O)Nc3ccc(N4CCN(C(=O)OC(C)(C)C)CC4)cc3)c3nccnc23)c1Cl, ClCCl, Cl, C1COCCO1, O. The product is COc1cc(OC)c(Cl)c(-c2ccc(C(=O)Nc3ccc(N4CCNCC4)cc3)c3nccnc23)c1Cl. As a reaction SMILES: [C:1]([O:2][C:3](=[O:4])[N:8]1[CH2:9][CH2:10][N:11]([c:14]2[cH:15][cH:16][c:17]([NH:20][C:21](=[O:22])[c:23]3[c:24]4[n:25][cH:26][cH:27][n:28][c:29]4[c:30](-[c:33]4[c:34]([Cl:44])[c:35]([O:42][CH3:43])[cH:36][c:37]([O:40][CH3:41])[c:38]4[Cl:39])[cH:31][cH:32]3)[cH:18][cH:19]2)[CH2:12][CH2:13]1)([CH3:5])([CH3:6])[CH3:7].[Cl:52][CH2:53][Cl:54].[ClH:45].[O:46]1[CH2:47][CH2:48][O:49][CH2:50][CH2:51]1.[OH2:55]>>[NH:8]1[CH2:9][CH2:10][N:11]([c:14]2[cH:15][cH:16][c:17]([NH:20][C:21](=[O:22])[c:23]3[c:24]4[n:25][cH:26][cH:27][n:28][c:29]4[c:30](-[c:33]4[c:34]([Cl:44])[c:35]([O:42][CH3:43])[cH:36][c:37]([O:40][CH3:41])[c:38]4[Cl:39])[cH:31][cH:32]3)[cH:18][cH:19]2)[CH2:12][CH2:13]1.